This data is from the Open Reaction Database (ORD), a public repository of structured organic reaction records. The task is: describe an organic reaction: reactants, conditions, products, and yield The reactants are C(C)(=O)OCC(C)(C(=O)NC1=CC=C(C=C1)S(=O)(=O)N)COC(C)=O (p-(1,1-bis(acetoxymethyl)ethylcarbonylamino)benzenesulfonamide), [OH-].[Na+] (sodium hydroxide), C(C)O (ethanol). The solvent is O (water), O (water). Product: OCC(C)(C(=O)NC1=CC=C(C=C1)S(=O)(=O)N)CO (p-(1,1-bis(hydroxymethyl)ethylcarbonylamino)benzenesulfonamide). Reaction SMILES: C([O:4][CH2:5][C:6]([CH2:21][O:22]C(=O)C)([C:8]([NH:10][C:11]1[CH:16]=[CH:15][C:14]([S:17]([NH2:20])(=[O:19])=[O:18])=[CH:13][CH:12]=1)=[O:9])[CH3:7])(=O)C.[OH-].[Na+].C(O)C>O>[OH:4][CH2:5][C:6]([CH2:21][OH:22])([C:8]([NH:10][C:11]1[CH:12]=[CH:13][C:14]([S:17]([NH2:20])(=[O:18])=[O:19])=[CH:15][CH:16]=1)=[O:9])[CH3:7] |f:1.2|. Procedure details: Then, 22 g (0.06 mole) of p-(1,1-bis(acetoxymethyl)ethylcarbonylamino)benzenesulfonamide, 4.8 g (0.12 mole) of sodium hydroxide, 50 ml of ethanol and 50 ml of water were introduced into a 300 ml three-necked flask equipped with a stirring machine and a condenser and refluxed while heating for 2 hours. The reaction mixture was poured into 1 l of water while stirring, then stirred for 30 minutes and filtered to give white solid of p-(1,1-bis(hydroxymethyl)ethylcarbonylamino)benzenesulfonamide. The... Product: C[C@@H]1CCN(S(O1)=O)C(=O)OC(C)(C)C (tert-butyl (6R)-6-methyl-1,2,3-oxathiazinane-3-carboxylate 2-oxide). Reagents/catalysts: CN(C1=CC=NC=C1)C (4-Dimethylaminopyridine). Yield: 100.8%. Conditions: time 30 minute. Run in C(C)#N (acetonitrile), C(C)#N (acetonitrile). Procedure details: To a stirred solution of thionyl chloride (2.9 g, 24.3 mmol) in acetonitrile (15 mL) is cooled to −45° C. is added a solution of tert-butyl [(3R)-3-hydroxybutyl]carbamate (1.8 g, 9.7 mmol) in acetonitrile (20 mL) by syringe over 10 min, keeping the internal temperature below −40° C. 4-Dimethylaminopyridine (119 mg, 0.97 mmol) is added followed by the slow addition of pyridine (3.9 mL, 48.6 mmol), keeping the temperature below −40° C. Ethyl acetate (50 mL) is added to the suspension and the mixtu... RXN SMILES: [S:1](Cl)(Cl)=[O:2].[OH:5][C@H:6]([CH3:17])[CH2:7][CH2:8][NH:9][C:10](=[O:16])[O:11][C:12]([CH3:15])([CH3:14])[CH3:13].N1C=CC=CC=1.C(OCC)(=O)C>C(#N)C.CN(C)C1C=CN=CC=1>[CH3:17][C@H:6]1[O:5][S:1](=[O:2])[N:9]([C:10]([O:11][C:12]([CH3:13])([CH3:15])[CH3:14])=[O:16])[CH2:8][CH2:7]1. The reactants are O[C@@H](CCNC(OC(C)(C)C)=O)C (tert-butyl [(3R)-3-hydroxybutyl]carbamate), C(C)(=O)OCC (Ethyl acetate), S(=O)(Cl)Cl (thionyl chloride), N1=CC=CC=C1 (pyridine). Reactants: BrCc1ccccc1, O=C([O-])[O-], CC(C)(C)OC(=O)NC(C)(C)C(=O)O, CN(C)C=O, [K+], [K+], O. Product: CC(C)(C)OC(=O)NC(C)(C)C(=O)OCc1ccccc1. Reaction SMILES: [Br:21][CH2:22][c:23]1[cH:24][cH:25][cH:26][cH:27][cH:28]1.[C:15](=[O:16])([O-:17])[O-:18].[C:1]([CH3:2])([CH3:3])([CH3:4])[O:5][C:6](=[O:7])[NH:8][C:9]([C:10](=[O:11])[OH:12])([CH3:13])[CH3:14].[CH3:30][N:31]([CH3:32])[CH:33]=[O:34].[K+:19].[K+:20].[OH2:29]>>[C:1]([CH3:2])([CH3:3])([CH3:4])[O:5][C:6](=[O:7])[NH:8][C:9]([C:10](=[O:11])[O:12][CH2:22][c:23]1[cH:24][cH:25][cH:26][cH:27][cH:28]1)([CH3:13])[CH3:14]. Procedure: To a solution of 2-bromo-1-(1,3-difluoro-2-(methoxymethoxy)propan-2-yl)-4-methylbenzene (1.2 g, 3.9 mmol) in THF (20 mL) at −78° C. was added n-BuLi (4 mL, 9.75 mmol) dropwise. The mixture was stirred at −78° C. for additional 1 h and then triisopropyl borate (1.5 g, 7.9 mmol) in 10 mL of THF was added below −70° C. The resulting mixture was kept stirring at −78° C. for 30 min and allowed to warm to rt and stirred overnight. Then it was quenched with aqueous NH4Cl and extracted with EA. The orga... Run in C1CCOC1 (THF), C1CCOC1 (THF). As a reaction SMILES: Br[C:2]1[CH:7]=[C:6]([CH3:8])[CH:5]=[CH:4][C:3]=1[C:9]([O:14]COC)([CH2:12][F:13])[CH2:10][F:11].[Li]CCCC.[B:23](OC(C)C)(OC(C)C)[O:24]C(C)C>C1COCC1>[F:11][CH2:10][C:9]1([CH2:12][F:13])[O:14][B:23]([OH:24])[C:2]2[CH:7]=[C:6]([CH3:8])[CH:5]=[CH:4][C:3]1=2. Yield: 60.5%. Reaction conditions: temperature -78 celsius, time 1 hour. Yields the product FCC1(C2=C(B(O1)O)C=C(C=C2)C)CF (3,3-bis(fluoromethyl)-6-methylbenzo[c][1,2]oxaborol-1(3H)-ol). The reactants are BrC1=C(C=CC(=C1)C)C(CF)(CF)OCOC (2-bromo-1-(1,3-difluoro-2-(methoxymethoxy)propan-2-yl)-4-methylbenzene), [Li]CCCC (n-BuLi), B(OC(C)C)(OC(C)C)OC(C)C (triisopropyl borate). Reactants: C(C)N1N=CC=2C1=NC=C(C2O)C(C2=CC=C(C=C2)C)=O (1-Ethyl-4-hydroxy-5-(4-methylbenzoyl)-1H-pyrazolo[3,4-b]pyridine), Cl.NO (hydroxylamine hydrochloride). The solvent is N1=CC=CC=C1 (pyridine). The product is C(C)N1N=CC=2C1=NC=C1C2ON=C1C1=CC=C(C=C1)C (6-Ethyl-3-(4-tolyl)-6H-isoxazolo[5,4-d]pyrazolo[3,4-b]pyridine). RXN SMILES: [CH2:1]([N:3]1[C:7]2=[N:8][CH:9]=[C:10]([C:13](=O)[C:14]3[CH:19]=[CH:18][C:17]([CH3:20])=[CH:16][CH:15]=3)[C:11]([OH:12])=[C:6]2[CH:5]=[N:4]1)[CH3:2].Cl.[NH2:23]O>N1C=CC=CC=1>[CH2:1]([N:3]1[C:7]2=[N:8][CH:9]=[C:10]3[C:13]([C:14]4[CH:19]=[CH:18][C:17]([CH3:20])=[CH:16][CH:15]=4)=[N:23][O:12][C:11]3=[C:6]2[CH:5]=[N:4]1)[CH3:2] |f:1.2|. Procedure: 1-Ethyl-4-hydroxy-5-(4-methylbenzoyl)-1H-pyrazolo[3,4-b]pyridine (1.45 g) was refluxed overnight in 20 ml of pyridine containing 3.0 g of hydroxylamine hydrochloride. The pyridine was then evaporated and the residue triturated with 5% hydrochloric acid and then washed with methanol. In this manner 1.26 g of product was obtained, mp 173°-175° C. An analytical sample was recrystallized from dichloromethane/hexane and the melting point was unchanged. The reactants are Br, COc1cc2c(=O)c(Cc3ccccc3)cn3c4cc(Br)ccc4c(c1)c23, CC(=O)O, O. The product is O=c1c(Cc2ccccc2)cn2c3cc(Br)ccc3c3cc(O)cc1c32. As a reaction SMILES: [BrH:33].[CH2:1]([c:2]1[cH:3][cH:4][cH:5][cH:6][cH:7]1)[c:8]1[c:9](=[O:27])[c:10]2[cH:11][c:12]([O:25][CH3:26])[cH:13][c:14]3[c:15]4[cH:16][cH:17][c:18]([Br:24])[cH:19][c:20]4[n:21]([c:22]23)[cH:23]1.[CH3:29][C:30](=[O:31])[OH:32].[OH2:28]>>[CH2:1]([c:2]1[cH:3][cH:4][cH:5][cH:6][cH:7]1)[c:8]1[c:9](=[O:27])[c:10]2[cH:11][c:12]([OH:25])[cH:13][c:14]3[c:15]4[cH:16][cH:17][c:18]([Br:24])[cH:19][c:20]4[n:21]([c:22]23)[cH:23]1. Conditions: time 8 hour. The product is C(C1=CC=CC=C1)OC=1C(C=C(OC1)CF)=O (5-benzyloxy-2-fluoromethyl-pyran-4-one), solid. Procedure: To an ice/salt cooled solution of the sulfonate ester obtained in step 1 above ester (20.0 g, 64.4 mmol) in acetonitrile (120 mL) was added a mixture of a 75 wt % solution of tetrabutylammonium fluoride (35 g, 96.6 mmol) and 40 mL of acetonitrile. Additional tetrabutylammonium fluoride solution (35 g, 96.6 mmol) was added after 2.5 hrs and the reaction mixture was allowed to stir at room temperature for overnight. The reaction was concentrated in vacuo to give a dark red oil. The residue was dil... Reaction SMILES: [CH2:1]([O:8][C:9]1[C:10](=[O:21])[CH:11]=[C:12]([CH2:15]OS(C)(=O)=O)[O:13][CH:14]=1)[C:2]1[CH:7]=[CH:6][CH:5]=[CH:4][CH:3]=1.[F-:22].C([N+](CCCC)(CCCC)CCCC)CCC>C(#N)C.C(OCC)(=O)C>[CH2:1]([O:8][C:9]1[C:10](=[O:21])[CH:11]=[C:12]([CH2:15][F:22])[O:13][CH:14]=1)[C:2]1[CH:7]=[CH:6][CH:5]=[CH:4][CH:3]=1 |f:1.2|. The solvent is C(C)(=O)OCC (ethyl acetate), C(C)#N (acetonitrile), C(C)#N (acetonitrile). Isolated yield 66.0%. The reactants are [F-].C(CCC)[N+](CCCC)(CCCC)CCCC (tetrabutylammonium fluoride), ice, C(C1=CC=CC=C1)OC=1C(C=C(OC1)COS(=O)(=O)C)=O (methanesulfonic acid 5-benzyloxy-4-oxo-4H-pyran-2-ylmethyl ester), ester, [F-].C(CCC)[N+](CCCC)(CCCC)CCCC (tetrabutylammonium fluoride). The reactants are O=C([O-])O, CCOC(C)=O, O=[N+]([O-])c1c(Cl)c(Cl)cc2nc(Cl)c(Cl)nc12, [Na+], O, O, Cl[Sn]Cl. Yields the product Nc1c(Cl)c(Cl)cc2nc(Cl)c(Cl)nc12. RXN SMILES: [C:23](=[O:24])([OH:25])[O-:26].[CH3:28][CH2:29][O:30][C:31](=[O:32])[CH3:33].[Cl:6][c:7]1[n:8][c:9]2[cH:10][c:11]([Cl:22])[c:12]([Cl:21])[c:13]([N+:18]([O-:19])=[O:20])[c:14]2[n:15][c:16]1[Cl:17].[Na+:27].[OH2:1].[OH2:2].[Sn:3]([Cl:4])[Cl:5]>>[Cl:6][c:7]1[n:8][c:9]2[cH:10][c:11]([Cl:22])[c:12]([Cl:21])[c:13]([NH2:18])[c:14]2[n:15][c:16]1[Cl:17].